The task is: describe an organic reaction: reactants, conditions, products, and yield. This data is from the Open Reaction Database (ORD), a public repository of structured organic reaction records. Reactants: solution, C(=O)(O)C(CCC1=CC=C(C(=O)OC)C=C1)CCCCC#N (Methyl 4-(3-carboxy-7-cyanoheptyl)benzoate), C([O-])(O)=O (bicarbonate). The solvent is C1CCOC1 (THF). Reaction conditions: temperature 0 celsius, time 2 hour. Yields the product C(#N)CCCCC(CCC1=CC=C(C(=O)OC)C=C1)CO (Methyl 4-(7-cyano-3-hydroxymethylheptyl)benzoate). Yield: 47.0%. As a reaction SMILES: [C:1]([CH:4]([CH2:17][CH2:18][CH2:19][CH2:20][C:21]#[N:22])[CH2:5][CH2:6][C:7]1[CH:16]=[CH:15][C:10]([C:11]([O:13][CH3:14])=[O:12])=[CH:9][CH:8]=1)(O)=[O:2].C(=O)(O)[O-]>C1COCC1>[C:21]([CH2:20][CH2:19][CH2:18][CH2:17][CH:4]([CH2:1][OH:2])[CH2:5][CH2:6][C:7]1[CH:16]=[CH:15][C:10]([C:11]([O:13][CH3:14])=[O:12])=[CH:9][CH:8]=1)#[N:22]. Reported procedure: 33 ml of a 1 M borane-THF complex solution (33 mmol) are added dropwise to a solution of 5 g (16.48 mmol) of methyl 4-(3-carboxy-7-cyanoheptyl)benzoate from Example 92A in 62 ml of THF at −15° C., and the solution is stirred at this temperature for 2 hours. Then a further 16 ml of 1 M borane-THF complex solution are added dropwise, and stirring is continued for 45 minutes. The reaction mixture is then warmed to 0° C. and stirred at this temperature for 1 hour. After reaction is complete, 100 ml ... The reactants are CC=1NC=CN1 (2-methylimidazole), ClC=1N=C(C2=C(N1)SC(=C2Cl)C)NCC2=CC(=C(C=C2)OC)OC (2,5-dichloro-6-methyl-4-(3,4-dimethoxybenzylamino)-thieno-[2,3-d]-pyrimidine). Product: CC=1N(C=CN1)C=1N=C(C2=C(N1)SC(=C2Cl)C)NCC2=CC(=C(C=C2)OC)OC (2-(2-methylimidazol-1-yl)-5-chloro-6-methyl-4-(3,4-dimethoxybenzylamino)-thieno-[2,3-d]-pyrimidine). As a reaction SMILES: [CH3:1][C:2]1[NH:3][CH:4]=[CH:5][N:6]=1.Cl[C:8]1[N:9]=[C:10]([NH:19][CH2:20][C:21]2[CH:26]=[CH:25][C:24]([O:27][CH3:28])=[C:23]([O:29][CH3:30])[CH:22]=2)[C:11]2[C:16]([Cl:17])=[C:15]([CH3:18])[S:14][C:12]=2[N:13]=1>>[CH3:1][C:2]1[N:3]([C:8]2[N:9]=[C:10]([NH:19][CH2:20][C:21]3[CH:26]=[CH:25][C:24]([O:27][CH3:28])=[C:23]([O:29][CH3:30])[CH:22]=3)[C:11]3[C:16]([Cl:17])=[C:15]([CH3:18])[S:14][C:12]=3[N:13]=2)[CH:4]=[CH:5][N:6]=1. Procedure: Following the procedure of Example 97, the reaction of 2-methylimidazole with 2,5-dichloro-6-methyl-4-(3,4-dimethoxybenzylamino)-thieno-[2,3-d]-pyrimidine gives 2-(2-methylimidazol-1-yl)-5-chloro-6-methyl-4-(3,4-dimethoxybenzylamino)-thieno-[2,3-d]-pyrimidine. Starting materials: ClCCl, CC1=CC(C)(C)Nc2ccc(-c3cc(F)cc([N+](=O)[O-])c3)cc21, O=[N+]([O-])c1cccc(F)c1I, Nc1cc(I)cc([N+](=O)[O-])c1. Yields the product O=[N+]([O-])c1cc(F)cc(I)c1. As a reaction SMILES: [CH2:46]([Cl:47])[Cl:48].[F:1][c:2]1[cH:3][c:4]([N+:21](=[O:22])[O-:23])[cH:5][c:6](-[c:8]2[cH:9][c:10]3[c:11]([cH:12][cH:13]2)[NH:14][C:15]([CH3:16])([CH3:17])[CH:18]=[C:19]3[CH3:20])[cH:7]1.[F:24][c:25]1[cH:26][cH:27][cH:28][c:29]([N+:30]([O-:31])=[O:32])[c:33]1[I:34].[I:35][c:36]1[cH:37][c:38]([NH2:45])[cH:39][c:40]([N+:41]([O-:42])=[O:43])[cH:44]1>>[F:1][c:2]1[cH:3][c:4]([N+:21](=[O:22])[O-:23])[cH:5][c:6]([I:34])[cH:7]1.